Task: describe an organic reaction: reactants, conditions, products, and yield. Dataset: the Open Reaction Database (ORD), a public repository of structured organic reaction records The reactants are O (water), CC(C)(C)C=1C=C(C=C(C1O)C(C)(C)C)C(C)=C1C(NC(S1)=S)=O (5-[1-[3,5-bis(1,1-dimethylethyl)-4-hydroxyphenyl]ethylidene]-2-thioxo-4-thiazolidinone), IC (iodomethane), C(C)(C)N(CC)C(C)C (diisopropylethylamine). Solvent: C(C)O (ethanol). Reaction conditions: time 16 hour. Product: CC(C)(C)C=1C=C(C=C(C1O)C(C)(C)C)C(C)=C1C(N=C(S1)SC)=O (5-[1-[3,5-bis(1,1-dimethylethyl)-4-hydroxyphenyl]-ethylidene]-2-(methylthio)-4(5H)-thiazolone). The yield is 92.7%. As a reaction SMILES: [CH3:1][C:2]([C:5]1[CH:6]=[C:7]([C:16](=[C:18]2[S:22][C:21](=[S:23])[NH:20][C:19]2=[O:24])[CH3:17])[CH:8]=[C:9]([C:12]([CH3:15])([CH3:14])[CH3:13])[C:10]=1[OH:11])([CH3:4])[CH3:3].IC.[CH:27](N(C(C)C)CC)(C)C.O>C(O)C>[CH3:15][C:12]([C:9]1[CH:8]=[C:7]([C:16](=[C:18]2[S:22][C:21]([S:23][CH3:27])=[N:20][C:19]2=[O:24])[CH3:17])[CH:6]=[C:5]([C:2]([CH3:1])([CH3:3])[CH3:4])[C:10]=1[OH:11])([CH3:13])[CH3:14]. Procedure details: A mixture of 5-[1-[3,5-bis(1,1-dimethylethyl)-4-hydroxyphenyl]ethylidene]-2-thioxo-4-thiazolidinone (1.6 g, 4 mmoles), iodomethane (0.45 mL, 7 mmoles), and diisopropylethylamine (1.1 mL, 6 mmoles) in 20 mL of ethanol is stirred under N2 at room temperature for 16 hours, then stirred into 200 mL of water. The precipitate is filtered off, rinsed with water, and dried to afford the product (1.4 g) of 5-[1-[3,5-bis(1,1-dimethylethyl)-4-hydroxyphenyl]-ethylidene]-2-(methylthio)-4(5H)-thiazolone, mp 2... The product is CCNC(=O)n1nc(Oc2ncc(Cl)cc2Cl)cc1C. RXN SMILES: [C:1](=[O:2])([O-:3])[O-:4].[CH2:7]([CH3:8])[N:9]=[C:10]=[O:11].[CH3:28][CH2:29][O:30][C:31](=[O:32])[CH3:33].[Cl:12][c:13]1[c:14]([O:20][c:21]2[n:22][nH:23][c:24]([CH3:26])[cH:25]2)[n:15][cH:16][c:17]([Cl:19])[cH:18]1.[ClH:27].[K+:5].[K+:6]>>[CH2:7]([CH3:8])[NH:9][C:10](=[O:11])[n:23]1[n:22][c:21]([O:20][c:14]2[c:13]([Cl:12])[cH:18][c:17]([Cl:19])[cH:16][n:15]2)[cH:25][c:24]1[CH3:26]. The reactants are O=C([O-])[O-], CCN=C=O, CCOC(C)=O, Cc1cc(Oc2ncc(Cl)cc2Cl)n[nH]1, Cl, [K+], [K+]. The reactants are [OH-].[Na+] (sodium hydroxide), COC(=O)C=1SC(=CC1[N+](=O)[O-])Br (5-bromo-3-nitrothiophene-2-carboxylic acid methyl ester). The solvent is C1CCOC1.CO (THF methanol). Run at time 1 hour. Product: BrC1=CC(=C(S1)C(=O)O)[N+](=O)[O-] (5-Bromo-3-nitrothiophene-2-carboxylic acid). RXN SMILES: [OH-].[Na+].C[O:4][C:5]([C:7]1[S:8][C:9]([Br:15])=[CH:10][C:11]=1[N+:12]([O-:14])=[O:13])=[O:6]>C1COCC1.CO>[Br:15][C:9]1[S:8][C:7]([C:5]([OH:6])=[O:4])=[C:11]([N+:12]([O-:14])=[O:13])[CH:10]=1 |f:0.1,3.4|. Procedure: 1N sodium hydroxide solution (4 mL) was added to a solution of 5-bromo-3-nitrothiophene-2-carboxylic acid methyl ester (975 mg) in 1:1 THF/methanol (4 mL) and the solution was stirred at room temperature for 1 h. The solution was partitioned between water and ethyl acetate. The aqueous phase was brought to pH 1 with 2N HCl, extracted with ethyl acetate, dried over magnesium sulfate and concentrated. The product with the molecular weight of 252.04 (C5H2BrNO4S) was obtained in this way; MS (ESI): ... The reactants are [N+](=O)([O-])C1=C(C=CC=C1)C1=CC=C(O1)C#N (5-(2-nitrophenyl)-2-furonitrile), [OH-].[K+] (KOH), Cl.NO (hydroxylamine hydrochloride), alcohol. Run in C(C)(C)O (isopropanol). Product: Cl.[N+](=O)([O-])C1=C(C=CC=C1)C1=CC=C(O1)C(N)=NO (5-(2-Nitrophenyl)-2-furamidoxime Hydrochloride). RXN SMILES: [N+:1]([C:4]1[CH:9]=[CH:8][CH:7]=[CH:6][C:5]=1[C:10]1[O:14][C:13]([C:15]#[N:16])=[CH:12][CH:11]=1)([O-:3])=[O:2].[OH-:17].[K+].[ClH:19].[NH2:20]O>C(O)(C)C>[ClH:19].[N+:1]([C:4]1[CH:9]=[CH:8][CH:7]=[CH:6][C:5]=1[C:10]1[O:14][C:13]([C:15](=[N:20][OH:17])[NH2:16])=[CH:12][CH:11]=1)([O-:3])=[O:2] |f:1.2,3.4,6.7|. Reported procedure: A mixture of 5-(2-nitrophenyl)-2-furonitrile (34 g, 0.16 mole), KOH (9.5 g, 0.17 mole), hydroxylamine hydrochloride (11.5 g, 0.165 mole) and absolute alcohol (400 ml) was heated under reflux for 2 hours. The reaction mixture was cooled in ice, and the insoluble material was collected by filtration. The solvent was removed on a rotary evaporator, and the residual oil (44 g) was triturated with water several times. It was dissolved in anhydrous ether (ca. 2l. ) and the insoluble material was remov... Reaction SMILES: [B:18]([Br:19])([Br:20])[Br:21].[CH2:22]([Cl:23])[Cl:24].[CH3:1][O:2][c:3]1[cH:4][c:5]2[c:6]([CH3:17])[cH:7][n:8]([CH3:16])[c:9]2[cH:10][c:11]1[C:12]([F:13])([F:14])[F:15]>>[OH:2][c:3]1[cH:4][c:5]2[c:6]([CH3:17])[cH:7][n:8]([CH3:16])[c:9]2[cH:10][c:11]1[C:12]([F:13])([F:14])[F:15]. Reactants: BrB(Br)Br, ClCCl, COc1cc2c(C)cn(C)c2cc1C(F)(F)F. The product is Cc1cn(C)c2cc(C(F)(F)F)c(O)cc12.